This data is from the Open Reaction Database (ORD), a public repository of structured organic reaction records. The task is: describe an organic reaction: reactants, conditions, products, and yield The reactants are C=CCBr, CC#N, COC(=O)c1ccc2c(C3CCCCC3)c(-c3ccccc3O)[nH]c2c1, ClCCl, [K+], [K+], O=C([O-])[O-]. Yields the product C=CCOc1ccccc1-c1[nH]c2cc(C(=O)OC)ccc2c1C1CCCCC1. RXN SMILES: [CH2:33]([CH:34]=[CH2:35])[Br:36].[CH3:37][C:38]#[N:39].[CH:1]1([c:7]2[c:8](-[c:20]3[c:21]([OH:26])[cH:22][cH:23][cH:24][cH:25]3)[nH:9][c:10]3[cH:11][c:12]([C:16](=[O:17])[O:18][CH3:19])[cH:13][cH:14][c:15]23)[CH2:2][CH2:3][CH2:4][CH2:5][CH2:6]1.[Cl:40][CH2:41][Cl:42].[K+:27].[K+:28].[O-:29][C:30]([O-:31])=[O:32]>>[CH:1]1([c:7]2[c:8](-[c:20]3[c:21]([O:26][CH2:35][CH:34]=[CH2:33])[cH:22][cH:23][cH:24][cH:25]3)[nH:9][c:10]3[cH:11][c:12]([C:16](=[O:17])[O:18][CH3:19])[cH:13][cH:14][c:15]23)[CH2:2][CH2:3][CH2:4][CH2:5][CH2:6]1. Reactants: O=C([O-])[O-], CI, FC(F)(F)Oc1ccccc1S, [K+], [K+], CN(C)C=O, O. Product: CSc1ccccc1OC(F)(F)F. RXN SMILES: [C:3](=[O:4])([O-:5])[O-:6].[CH3:1][I:2].[F:9][C:10]([O:11][c:12]1[c:13]([SH:18])[cH:14][cH:15][cH:16][cH:17]1)([F:19])[F:20].[K+:7].[K+:8].[O:22]=[CH:23][N:24]([CH3:25])[CH3:26].[OH2:21]>>[CH3:3][S:18][c:13]1[c:12]([O:11][C:10]([F:9])([F:19])[F:20])[cH:17][cH:16][cH:15][cH:14]1. Starting materials: O=C([O-])[O-], CCOC(=O)CC(=O)OCC, C1CCOC1, [Cs+], [Cs+], I[Cu]I, Ic1ccc2nccnc2c1, O, Oc1ccccc1-c1ccccc1. The product is CCOC(=O)C(C(=O)OCC)c1ccc2nccnc2c1. As a reaction SMILES: [C:36](=[O:37])([O-:38])[O-:39].[CH2:12]([CH3:13])[O:14][C:15]([CH2:16][C:17](=[O:18])[O:19][CH2:20][CH3:21])=[O:22].[CH2:42]1[O:43][CH2:44][CH2:45][CH2:46]1.[Cs+:40].[Cs+:41].[Cu:47]([I:48])[I:49].[I:1][c:2]1[cH:3][c:4]2[n:5][cH:6][cH:7][n:8][c:9]2[cH:10][cH:11]1.[OH2:50].[OH:23][c:24]1[c:25](-[c:26]2[cH:27][cH:28][cH:29][cH:30][cH:31]2)[cH:32][cH:33][cH:34][cH:35]1>>[c:2]1([CH:16]([C:15]([O:14][CH2:12][CH3:13])=[O:22])[C:17](=[O:18])[O:19][CH2:20][CH3:21])[cH:3][c:4]2[n:5][cH:6][cH:7][n:8][c:9]2[cH:10][cH:11]1. Starting materials: IC (Iodomethane), C[Si](C)(C)[N-][Si](C)(C)C.[K+] (Potassium bis(trimethylsilyl)amide), C1(=CC=CC=C1)C (toluene), [N+](=O)([O-])C1=CC=C2CCNC2=C1 (6-nitroindoline). Run in O1CCCC1 (tetrahydrofuran), CO (Methanol). Reaction conditions: time 8 hour. Product: CN1CCC2=CC=C(C=C12)[N+](=O)[O-] (1-Methyl-6-nitroindoline). Reaction SMILES: C[Si]([N-][Si](C)(C)C)(C)C.[K+].[C:11]1(C)C=CC=CC=1.[N+:18]([C:21]1[CH:29]=[C:28]2[C:24]([CH2:25][CH2:26][NH:27]2)=[CH:23][CH:22]=1)([O-:20])=[O:19].IC>O1CCCC1.CO>[CH3:11][N:27]1[C:28]2[C:24](=[CH:23][CH:22]=[C:21]([N+:18]([O-:20])=[O:19])[CH:29]=2)[CH2:25][CH2:26]1 |f:0.1|. Procedure: Potassium bis(trimethylsilyl)amide (67 ml of a 0.5M toluene solution) was added slowly to a stirred solution of 6-nitroindoline (5.0 g) in anhydrous tetrahydrofuran (200 ml) at -78° C. under a nitrogen atmosphere. Iodomethane (2.09 ml) was added then the reaction mixture was allowed to warm to room temperature then stirred overnight. Methanol (5 ml) was added then the solution was evaporated to dryness. The residue was dissolved in diethyl ether (300 ml), washed with water, saturated brine then ... The reactants are Cl.CC=1N=C(N2N=C(N=CC21)N)C2=CC=CC=C2 (5-methyl-7-phenylimidazo[5,1-f][1,2,4]triazin-2-amine hydrochloride), IC1=CC=C(C=C1)[N+](=O)[O-] (1-iodo-4-nitrobenzene), C1=CC=C(C=C1)P(C2=CC=CC=C2)C3=C(C4=CC=CC=C4C=C3)C5=C(C=CC6=CC=CC=C65)P(C7=CC=CC=C7)C8=CC=CC=C8 ((S)-(−)-2,2′-bis(diphenylphosphino)-1,1′-binaphthyl), CC(C)([O-])C.[Na+] (sodium t-butoxide). The reagents and catalysts are C=1C=CC(=CC1)/C=C/C(=O)/C=C/C2=CC=CC=C2.C=1C=CC(=CC1)/C=C/C(=O)/C=C/C2=CC=CC=C2.C=1C=CC(=CC1)/C=C/C(=O)/C=C/C2=CC=CC=C2.[Pd].[Pd] (tris(dibenzylideneacetone)dipalladium). The solvent is C1(=CC=CC=C1)C (toluene). Reaction conditions: temperature 80 celsius. Product: CC=1N=C(N2N=C(N=CC21)NC2=CC=C(C=C2)[N+](=O)[O-])C2=CC=CC=C2 (5-methyl-N-(4-nitrophenyl)-7-phenylimidazo[5,1-f][1,2,4]triazin-2-amine). The yield is 23.1%. RXN SMILES: Cl.[CH3:2][C:3]1[N:4]=[C:5]([C:13]2[CH:18]=[CH:17][CH:16]=[CH:15][CH:14]=2)[N:6]2[C:11]=1[CH:10]=[N:9][C:8]([NH2:12])=[N:7]2.I[C:20]1[CH:25]=[CH:24][C:23]([N+:26]([O-:28])=[O:27])=[CH:22][CH:21]=1.C1C=CC(P(C2C=CC3C(=CC=CC=3)C=2C2C3C(=CC=CC=3)C=CC=2P(C2C=CC=CC=2)C2C=CC=CC=2)C2C=CC=CC=2)=CC=1.CC(C)([O-])C.[Na+]>C1C=CC(/C=C/C(/C=C/C2C=CC=CC=2)=O)=CC=1.C1C=CC(/C=C/C(/C=C/C2C=CC=CC=2)=O)=CC=1.C1C=CC(/C=C/C(/C=C/C2C=CC=CC=2)=O)=CC=1.[Pd].[Pd].C1(C)C=CC=CC=1>[CH3:2][C:3]1[N:4]=[C:5]([C:13]2[CH:14]=[CH:15][CH:16]=[CH:17][CH:18]=2)[N:6]2[C:11]=1[CH:10]=[N:9][C:8]([NH:12][C:20]1[CH:25]=[CH:24][C:23]([N+:26]([O-:28])=[O:27])=[CH:22][CH:21]=1)=[N:7]2 |f:0.1,4.5,6.7.8.9.10|. Procedure: To a mixture of 5-methyl-7-phenylimidazo[5,1-f][1,2,4]triazin-2-amine hydrochloride (0.026 g, 0.10 mmol), 1-iodo-4-nitrobenzene (0.027 g, 0.11 mmol), tris(dibenzylideneacetone)dipalladium (2.7 mg, 0.0030 mmol), (S)-(−)-2,2′-bis(diphenylphosphino)-1,1′-binaphthyl (5.6 mg, 0.0090 mmol) and sodium t-butoxide (0.025 g, 0.23 mmol) was added toluene (1 mL). The solution was heated to 80° C. for two hours. After cooling to room temperature, the solution was filtered, and silica gel (1 g) was added, fol... As a reaction SMILES: [F:1][C:2]([F:23])([F:22])[O:3][C:4]1[CH:9]=[CH:8][C:7]([N:10]2[CH2:14][CH2:13][C:12]3([CH2:19][CH2:18][NH:17][C:16](=[O:20])[CH2:15]3)[C:11]2=[O:21])=[CH:6][CH:5]=1.[CH2:24](I)[C:25]([CH3:28])([CH3:27])[CH3:26]>>[CH3:24][C:25]([CH3:28])([CH3:27])[CH2:26][N:17]1[CH2:18][CH2:19][C:12]2([C:11](=[O:21])[N:10]([C:7]3[CH:8]=[CH:9][C:4]([O:3][C:2]([F:1])([F:22])[F:23])=[CH:5][CH:6]=3)[CH2:14][CH2:13]2)[CH2:15][C:16]1=[O:20]. Starting materials: FC(OC1=CC=C(C=C1)N1C(C2(CC1)CC(NCC2)=O)=O)(F)F (2-(4-trifluoromethoxy-phenyl)-2,8-diaza-spiro[4.5]decane-1,7-dione), C(C(C)(C)C)I (neopentyl iodide). Yields the product CC(CN1C(CC2(CCN(C2=O)C2=CC=C(C=C2)OC(F)(F)F)CC1)=O)(C)C (8-(2,2-Dimethyl-propyl)-2-(4-trifluoromethoxy-phenyl)-2,8-diaza-spiro[4.5]decane-1,7-dione). Reported procedure: This material was prepared as a off-white semi-solid in analogy to example 1 step E) from 2-(4-trifluoromethoxy-phenyl)-2,8-diaza-spiro[4.5]decane-1,7-dione and neopentyl iodide. MS (ESI): 399.1 (MH+).